Dataset: the Open Reaction Database (ORD), a public repository of structured organic reaction records. Task: describe an organic reaction: reactants, conditions, products, and yield Reactants: BrC=1C=NC=C(C(=O)OCC)C1 (ethyl 5-bromonicotinate), COC1=CC=C(C=C1)B(O)O (4-methoxyphenylboronic acid), C([O-])([O-])=O.[Na+].[Na+] (sodium carbonate). Reagents/catalysts: C=1C=CC(=CC1)[P](C=2C=CC=CC2)(C=3C=CC=CC3)[Pd]([P](C=4C=CC=CC4)(C=5C=CC=CC5)C=6C=CC=CC6)([P](C=7C=CC=CC7)(C=8C=CC=CC8)C=9C=CC=CC9)[P](C=1C=CC=CC1)(C=1C=CC=CC1)C=1C=CC=CC1 (tetrakis(triphenylphosphine)palladium(0)). Run in COCCOC (1,2-dimethoxyethane), O (water), CN(C=O)C (dimethylformamide). Run at temperature 85 celsius, time 18 hour. Yields the product COC1=CC=C(C=C1)C=1C=C(C=NC1)C(=O)OCC (Ethyl 5-(4-methoxyphenyl)pyridine-3-carboxylate). Reaction SMILES: Br[C:2]1[CH:3]=[N:4][CH:5]=[C:6]([CH:12]=1)[C:7]([O:9][CH2:10][CH3:11])=[O:8].[CH3:13][O:14][C:15]1[CH:20]=[CH:19][C:18](B(O)O)=[CH:17][CH:16]=1.C(=O)([O-])[O-].[Na+].[Na+]>COCCOC.O.CN(C)C=O.C1C=CC([P]([Pd]([P](C2C=CC=CC=2)(C2C=CC=CC=2)C2C=CC=CC=2)([P](C2C=CC=CC=2)(C2C=CC=CC=2)C2C=CC=CC=2)[P](C2C=CC=CC=2)(C2C=CC=CC=2)C2C=CC=CC=2)(C2C=CC=CC=2)C2C=CC=CC=2)=CC=1>[CH3:13][O:14][C:15]1[CH:20]=[CH:19][C:18]([C:2]2[CH:12]=[C:6]([C:7]([O:9][CH2:10][CH3:11])=[O:8])[CH:5]=[N:4][CH:3]=2)=[CH:17][CH:16]=1 |f:2.3.4,^1:45,47,66,85|. Procedure: 22.26 g (96.78 mmol) of ethyl 5-bromonicotinate, 25.00 g (164.5 mmol) of 4-methoxyphenylboronic acid, 0.56 g (0.48 mmol) of tetrakis(triphenylphosphine)palladium(0) and 20.51 g (193.6 mmol) of sodium carbonate were dissolved in a mixture of 180 ml of 1,2-dimethoxyethane, 50 ml of water and 400 ml of dimethylformamide and stirred at 85° C. for 18 h. For work-up, some of the dimethylformamide was removed under reduced pressure, and the reaction mixture was diluted with water and extracted with dic... Reactants: BrC1=CC(=C(N)C=C1)[N+](=O)[O-] (4-Bromo-2-nitroaniline), Cl[Sn]Cl (SnCl2). The solvent is C(C)O (ethanol). Product: BrC1=CC(=C(C=C1)N)N (4-bromo-o-phenylenediamine). Yield: 94.2%. Reaction SMILES: [Br:1][C:2]1[CH:8]=[CH:7][C:5]([NH2:6])=[C:4]([N+:9]([O-])=O)[CH:3]=1.Cl[Sn]Cl>C(O)C>[Br:1][C:2]1[CH:8]=[CH:7][C:5]([NH2:6])=[C:4]([NH2:9])[CH:3]=1. Procedure: 4-Bromo-2-nitroaniline 600 mg (2.76 mmol) was dissolved in 25 ml absolute ethanol and 2.72 g (14 mmol) SnCl2 was added. The mixture was refluxed overnight. Ethanol was removed in vacuo and the mixture basified with 2N NaOH to pH 11. Ether extraction, drying the ether-layer over anhydrous Na2SO4 and concentration in vacuo afforded 486 mg (2.6 mmol, 94% yield) of the crude 4-bromo-o-phenylenediamine which was used for the next step without characterization. Starting materials: ClC=1C=CC(=C(C1)N1CCCCC1)[N+](=O)[O-] (1-(5-Chloro-2-nitro-phenyl)-piperidine), CN1CCNCC1 (1-methylpiperazine). Solvent: O (water). Reaction conditions: temperature 138 celsius. Yields the product CN1CCN(CC1)C1=CC(=C(C=C1)[N+](=O)[O-])N1CCCCC1 (1-Methyl-4-(4-nitro-3-piperidin-1-yl-phenyl)-piperazine). Yield: 98.8%. As a reaction SMILES: Cl[C:2]1[CH:3]=[CH:4][C:5]([N+:14]([O-:16])=[O:15])=[C:6]([N:8]2[CH2:13][CH2:12][CH2:11][CH2:10][CH2:9]2)[CH:7]=1.[CH3:17][N:18]1[CH2:23][CH2:22][NH:21][CH2:20][CH2:19]1>O>[CH3:17][N:18]1[CH2:23][CH2:22][N:21]([C:2]2[CH:3]=[CH:4][C:5]([N+:14]([O-:16])=[O:15])=[C:6]([N:8]3[CH2:13][CH2:12][CH2:11][CH2:10][CH2:9]3)[CH:7]=2)[CH2:20][CH2:19]1. Reported procedure: A mixture of 350 mg (1.45 mmol) of 1-(5-chloro-2-nitro-phenyl)-piperidine (as prepared in Example 4, step (a)) and 482 μL (4.35 mmol) of 1-methylpiperazine was heated in a sealed vial at 138° C. for 30 h. The mixture was cooled and poured into 60 mL of water and extracted with EtOAc (2×20 mL). The combined extracts were washed with brine (30 mL), dried (Na2SO4) and concentrated in vacuo to afford 436 mg (99%) of the title compound as a yellow resin: Mass spectrum (ESI, m/z): Calcd. for C16H24N4O... Starting materials: O1CCOCC1 (1,4-dioxane), O1CCOC2=C1C=CC(=C2)CNC2CCC(CC2)(C#N)CCN2C(C=C(C1=CC=C(C=C21)OC)C)=O (4-((2,3-dihydro-1,4-benzodioxin-6-ylmethyl)amino)-1-(2-(7-methoxy-4-methyl-2-oxoquinolin-1(2H)-yl)ethyl)cyclohexanecarbonitrile), [OH-].[K+] (potassium hydroxide), C(C)O (ethanol), [OH-].[K+] (potassium hydroxide), C(C)O (ethanol), [OH-].[K+] (potassium hydroxide), [OH-].[K+] (potassium hydroxide), [OH-].[K+] (potassium hydroxide), [OH-].[K+] (potassium hydroxide). The solvent is C(C)OCC (diethyl ether). Product: O1CCOC2=C1C=CC(=C2)CNC2CCC(CC2)(C(=O)N)CCN2C(C=C(C1=CC=C(C=C21)OC)C)=O (4-((2,3-dihydro-1,4-benzodioxin-6-ylmethyl)amino)-1-(2-(7-methoxy-4-methyl-2-oxoquinolin-1(2H)-yl)ethyl)cyclohexanecarboxamide). Reaction SMILES: [O:1]1CCOCC1.[O:7]1[C:12]2[CH:13]=[CH:14][C:15]([CH2:17][NH:18][CH:19]3[CH2:24][CH2:23][C:22]([CH2:27][CH2:28][N:29]4[C:38]5[C:33](=[CH:34][CH:35]=[C:36]([O:39][CH3:40])[CH:37]=5)[C:32]([CH3:41])=[CH:31][C:30]4=[O:42])([C:25]#[N:26])[CH2:21][CH2:20]3)=[CH:16][C:11]=2[O:10][CH2:9][CH2:8]1.[OH-].[K+].C(O)C>C(OCC)C>[O:7]1[C:12]2[CH:13]=[CH:14][C:15]([CH2:17][NH:18][CH:19]3[CH2:24][CH2:23][C:22]([CH2:27][CH2:28][N:29]4[C:38]5[C:33](=[CH:34][CH:35]=[C:36]([O:39][CH3:40])[CH:37]=5)[C:32]([CH3:41])=[CH:31][C:30]4=[O:42])([C:25]([NH2:26])=[O:1])[CH2:21][CH2:20]3)=[CH:16][C:11]=2[O:10][CH2:9][CH2:8]1 |f:2.3|. Procedure: To 1 mL of a 1,4-dioxane solution containing 30 mg of 4-((2,3-dihydro-1,4-benzodioxin-6-ylmethyl)amino)-1-(2-(7-methoxy-4-methyl-2-oxoquinolin-1(2H)-yl)ethyl)cyclohexanecarbonitrile, 1 mL of 20% aqueous potassium hydroxide solution and 1 mL of ethanol were added at room temperature and refluxed with heating for 4 hours. Further, 1 mL of 20% aqueous potassium hydroxide solution was added and refluxed with heating for 4 hours, thereafter 1.5 mL of 20% aqueous potassium hydroxide solution was furth... Starting materials: C(C)C(C(C)(C)C)NN ((1-ethyl-2,2-dimethyl-propyl)-hydrazine), FC1=C(C(=C(C(=C1OC(=O)C1=C(C2=C(OC[C@H](O2)C(O[SiH2]C(C)(C)C)(C)C)C=C1)C)F)F)F)F (3(S)-(tert-butyl-dimethyl-silanyloxymethyl)-5-methyl-2,3-dihydro-benzo[1,4]dioxine-6-carboxylic acid pentafluorophenyl ester). Run in C(C)(=O)OCC (ethyl acetate). Reaction conditions: time 2 hour. Yields the product C(C)C(C(C)(C)C)NNC(=O)C1=C(C2=C(OC[C@@H](O2)CO)C=C1)C (3(S)-hydroxymethyl-5-methyl-2,3-dihydro-benzo[1,4]dioxine-6-carboxylic acid N′-(1-ethyl-2,2-dimethyl-propyl)-hydrazide). As a reaction SMILES: [CH2:1]([CH:3]([NH:8][NH2:9])[C:4]([CH3:7])([CH3:6])[CH3:5])[CH3:2].FC1C([O:17][C:18]([C:20]2[CH:38]=[CH:37][C:23]3[O:24][CH2:25][C@@H:26]([C:28](C)(C)[O:29][SiH2]C(C)(C)C)[O:27][C:22]=3[C:21]=2[CH3:39])=O)=C(F)C(F)=C(F)C=1F>C(OCC)(=O)C>[CH2:1]([CH:3]([NH:8][NH:9][C:18]([C:20]1[CH:38]=[CH:37][C:23]2[O:24][CH2:25][C@H:26]([CH2:28][OH:29])[O:27][C:22]=2[C:21]=1[CH3:39])=[O:17])[C:4]([CH3:7])([CH3:6])[CH3:5])[CH3:2]. Procedure details: To the biphasic preparation of (1-ethyl-2,2-dimethyl-propyl)-hydrazine described above, was added a solution of approximately one gram 3(S)-(tert-butyl-dimethyl-silanyloxymethyl)-5-methyl-2,3-dihydro-benzo[1,4]dioxine-6-carboxylic acid pentafluorophenyl ester dissolved in 10 mL ethyl acetate. The mixture was stirred at room temperature for 2 hours, after which time the aqueous phase was withdrawn and replaced with 1 M K2CO3. The mixture was stirred overnight. The aqueous layer was separated off,... The reactants are CC=O, CCN1C(=O)C(C)(C)c2cc3[nH]c(-c4n[nH]cc4N)nc3cc21. Yields the product CCNc1c[nH]nc1-c1nc2cc3c(cc2[nH]1)C(C)(C)C(=O)N3CC. RXN SMILES: [CH:24]([CH3:25])=[O:26].[NH2:1][c:2]1[c:3](-[c:7]2[n:8][c:9]3[c:10]([cH:11][c:12]4[c:16]([cH:17]3)[N:15]([CH2:18][CH3:19])[C:14](=[O:20])[C:13]4([CH3:21])[CH3:22])[nH:23]2)[n:4][nH:5][cH:6]1>>[NH:1]([c:2]1[c:3](-[c:7]2[n:8][c:9]3[c:10]([cH:11][c:12]4[c:16]([cH:17]3)[N:15]([CH2:18][CH3:19])[C:14](=[O:20])[C:13]4([CH3:21])[CH3:22])[nH:23]2)[n:4][nH:5][cH:6]1)[CH2:24][CH3:25]. Reactants: C1C=CN(C=C1C(=O)N)C2C(C(C(O2)COP(=O)([O-])OP(=O)([O-])OCC3C(C(C(O3)N4C=NC5=C4N=CN=C5N)OP(=O)([O-])[O-])O)O)O.[Na+].[Na+].[Na+].[Na+] (tetrasodium), P(=O)([O-])([O-])O.[Na+].[Na+] (disodium orthophosphate), P(=O)([O-])([O-])[O-].[Na+].[Na+].[Na+] (trisodium orthophosphate), S(O)(O)(=O)=O (sulfuric acid). The product is [O-]P([O-])(=O)OP(=O)([O-])[O-].[Na+].[Na+].[Na+].[Na+] (tetrasodium pyrophosphate). Reaction SMILES: C1C(C(N)=O)=CN(C2OC(C[O:16][P:17]([O:20][P:21]([O:24]CC3OC(N4C5N=CN=C(N)C=5N=C4)C(OP([O-])([O-])=O)C3O)([O-:23])=[O:22])([O-:19])=[O:18])C(O)C2O)C=C1.[Na+:49].[Na+].[Na+].[Na+].P([O-])([O-])([O-])=O.[Na+].[Na+].[Na+].S(=O)(=O)(O)O.P(O)([O-])([O-])=O.[Na+].[Na+]>>[O-:18][P:17]([O:20][P:21]([O-:24])([O-:23])=[O:22])(=[O:16])[O-:19].[Na+:49].[Na+:49].[Na+:49].[Na+:49] |f:0.1.2.3.4,5.6.7.8,10.11.12,13.14.15.16.17|. Reported procedure: Process as claimed in claim 13 for the production of tetrasodium pryophosphate, wherein trisodium orthophosphate is acidified with sulfuric acid, disodium orthophosphate is separated from the reaction mixture and the disodium orthophosphate so separated is heated to btween 400° C. and 600° C. to form tetrasodium pyrophosphate.